This data is from the Open Reaction Database (ORD), a public repository of structured organic reaction records. The task is: describe an organic reaction: reactants, conditions, products, and yield Reactants: CC1(C)OB(c2cccc3[nH]ncc23)OC1(C)C, NC(=O)c1cc2nc(Cl)nc(N3CCOCC3)c2o1. The product is NC(=O)c1cc2nc(-c3cccc4[nH]ncc34)nc(N3CCOCC3)c2o1. RXN SMILES: [CH3:20][C:21]1([CH3:22])[C:23]([CH3:24])([CH3:25])[O:26][B:27]([c:28]2[c:29]3[cH:30][n:31][nH:32][c:33]3[cH:34][cH:35][cH:36]2)[O:37]1.[Cl:1][c:2]1[n:3][c:4]([N:14]2[CH2:15][CH2:16][O:17][CH2:18][CH2:19]2)[c:5]2[c:6]([n:7]1)[cH:8][c:9]([C:11](=[O:12])[NH2:13])[o:10]2>>[c:2]1(-[c:28]2[c:29]3[cH:30][n:31][nH:32][c:33]3[cH:34][cH:35][cH:36]2)[n:3][c:4]([N:14]2[CH2:15][CH2:16][O:17][CH2:18][CH2:19]2)[c:5]2[c:6]([n:7]1)[cH:8][c:9]([C:11](=[O:12])[NH2:13])[o:10]2. The reactants are CC(C)O, CC(NC(=O)C(C)(C)Oc1ccc(C(F)(F)F)cn1)=C(Cc1ccc(Cl)cc1)c1cccc(C(N)=O)c1. The product is CC(NC(=O)C(C)(C)Oc1ccc(C(F)(F)F)cn1)C(Cc1ccc(Cl)cc1)c1cccc(C(N)=O)c1. As a reaction SMILES: [CH:38]([OH:39])([CH3:40])[CH3:41].[Cl:1][c:2]1[cH:3][cH:4][c:5]([CH2:6][C:7](=[C:8]([CH3:9])[NH:10][C:11]([C:12]([CH3:13])([O:14][c:15]2[n:16][cH:17][c:18]([C:21]([F:22])([F:23])[F:24])[cH:19][cH:20]2)[CH3:25])=[O:26])[c:27]2[cH:28][c:29]([C:30](=[O:31])[NH2:32])[cH:33][cH:34][cH:35]2)[cH:36][cH:37]1>>[Cl:1][c:2]1[cH:3][cH:4][c:5]([CH2:6][CH:7]([CH:8]([CH3:9])[NH:10][C:11]([C:12]([CH3:13])([O:14][c:15]2[n:16][cH:17][c:18]([C:21]([F:22])([F:23])[F:24])[cH:19][cH:20]2)[CH3:25])=[O:26])[c:27]2[cH:28][c:29]([C:30](=[O:31])[NH2:32])[cH:33][cH:34][cH:35]2)[cH:36][cH:37]1. Starting materials: [H-].[Al+3].[Li+].[H-].[H-].[H-] (Lithium aluminium hydride), CC(OCC)=O (EA), FC1=C2C(OC(C2=C(C=C1)F)=O)=O (4,7-difluoro-isobenzofuran-1,3-dione), [H-].[Al+3].[Li+].[H-].[H-].[H-] (lithium aluminium hydride), C(C)OCC (diethyl ether). The solvent is O (water), C1CCOC1 (THF), C1CCOC1 (THF). Product: FC=1C(=C(C(=CC1)F)CO)CO ((3,6-Difluoro-2-hydroxymethyl-phenyl)-methanol). Isolated yield 52.1%. As a reaction SMILES: [H-].[Al+3].[Li+].[H-].[H-].[H-].[F:7][C:8]1[CH:16]=[CH:15][C:14]([F:17])=[C:13]2[C:9]=1[C:10](=O)[O:11][C:12]2=[O:18].C(OCC)C.CC(=O)OCC>C1COCC1.O>[F:7][C:8]1[C:9]([CH2:10][OH:11])=[C:13]([CH2:12][OH:18])[C:14]([F:17])=[CH:15][CH:16]=1 |f:0.1.2.3.4.5|. Reported procedure: Lithium aluminium hydride (792 mg, 19.8 mmol) was suspended in THF (6 ml) and cooled in an ice bath. A solution of 4,7-difluoro-isobenzofuran-1,3-dione (730 mg, 3.97 mmol) in THF (6 ml) was added during 5 min. After completion of the reaction (5 min), diethyl ether (30 ml) was added. Subsequently, 2 ml of EA were added in order to decompose excess of lithium aluminium hydride, and thereafter water was slowly added until the alumina salts precipitated. The supernatant was decanted and the precipi... Starting materials: COC(=O)C1=CC2=CC=C(C=C2C=C1)C#N (6-cyano-naphthalene-2-carboxylic acid methyl ester), [N+](=O)([O-])[O-].[K+] (KNO3). The solvent is S(O)(O)(=O)=O (sulfuric acid). Product: COC(=O)C1=CC2=CC=C(C=C2C(=C1)[N+](=O)[O-])C#N (6-cyano-4-nitro-naphthalene-2-carboxylic acid methyl ester). As a reaction SMILES: [CH3:1][O:2][C:3]([C:5]1[CH:14]=[CH:13][C:12]2[C:7](=[CH:8][CH:9]=[C:10]([C:15]#[N:16])[CH:11]=2)[CH:6]=1)=[O:4].[N+:17]([O-])([O-:19])=[O:18].[K+]>S(=O)(=O)(O)O>[CH3:1][O:2][C:3]([C:5]1[CH:14]=[C:13]([N+:17]([O-:19])=[O:18])[C:12]2[C:7](=[CH:8][CH:9]=[C:10]([C:15]#[N:16])[CH:11]=2)[CH:6]=1)=[O:4] |f:1.2|. Procedure details: Nitration of 6-cyano-naphthalene-2-carboxylic acid methyl ester, prepared as described in U.S. Pat. No. 6,284,796, is carried out with KNO3 in sulfuric acid at 0° C. for 30 min. The reaction mixture is poured into ice and filtered, and the compound is washed with water and dried. The product, 6-cyano-4-nitro-naphthalene-2-carboxylic acid methyl ester is obtained and used without further purification. Reactants: OC(CCN(C(OC(C)(C)C)=O)C)CC1=CC=CC=C1 ((3-hydroxy-4-phenylbutyl)methylcarbamic acid, 1,1-dimethylethyl ester), ClC1=CC(=C(C#N)C=C1)F (4-chloro-2-fluorobenzonitrile). Product: ClC=1C=CC(=C(OC(CCN(C(OC(C)(C)C)=O)C)CC2=CC=CC=C2)C1)C#N ([3-(5-Chloro-2-cyanophenoxy)-4-phenylbutyl]methylcarbamic acid, 1,1-dimethylethyl ester). RXN SMILES: [OH:1][CH:2]([CH2:14][C:15]1[CH:20]=[CH:19][CH:18]=[CH:17][CH:16]=1)[CH2:3][CH2:4][N:5]([CH3:13])[C:6](=[O:12])[O:7][C:8]([CH3:11])([CH3:10])[CH3:9].[Cl:21][C:22]1[CH:29]=[CH:28][C:25]([C:26]#[N:27])=[C:24](F)[CH:23]=1>>[Cl:21][C:22]1[CH:23]=[CH:24][C:25]([C:26]#[N:27])=[C:28]([CH:29]=1)[O:1][CH:2]([CH2:14][C:15]1[CH:16]=[CH:17][CH:18]=[CH:19][CH:20]=1)[CH2:3][CH2:4][N:5]([CH3:13])[C:6](=[O:12])[O:7][C:8]([CH3:11])([CH3:10])[CH3:9]. Procedure details: The title compound was prepared according to the method of Example 3 step (b) but using (3-hydroxy-4-phenylbutyl)methylcarbamic acid, 1,1-dimethylethyl ester, and 4-chloro-2-fluorobenzonitrile.